This data is from the Open Reaction Database (ORD), a public repository of structured organic reaction records. The task is: describe an organic reaction: reactants, conditions, products, and yield The reactants are ClC1=NC(=NC2=C1OCC(N2)=O)C (4-chloro-2-methyl-6,7-dihydro-8H-pyrimido[5,4-b][1,4]oxazin-7-one), C(C)OC(=O)N1CCNCC1 (1-ethoxycarbonylpiperazine), C(=O)=O (carbon dioxide). Solvent: C(CCC)O (n-butanol). Product: C(C)OC(=O)N1CCN(CC1)C1=NC(=NC2=C1OCC(N2)=O)C (4-(4-Ethoxycarbonyl-1-piperazinyl)-2-methyl-6,7-dihydro-8H-pyrimido[5,4-b][1,4]oxazin-7-one). Isolated yield 87.0%. RXN SMILES: Cl[C:2]1[C:7]2[O:8][CH2:9][C:10](=[O:12])[NH:11][C:6]=2[N:5]=[C:4]([CH3:13])[N:3]=1.[CH2:14]([O:16][C:17]([N:19]1[CH2:24][CH2:23][NH:22][CH2:21][CH2:20]1)=[O:18])[CH3:15].C(=O)=O>C(O)CCC>[CH2:14]([O:16][C:17]([N:19]1[CH2:20][CH2:21][N:22]([C:2]2[C:7]3[O:8][CH2:9][C:10](=[O:12])[NH:11][C:6]=3[N:5]=[C:4]([CH3:13])[N:3]=2)[CH2:23][CH2:24]1)=[O:18])[CH3:15]. Procedure: A mixture containing 1 g of 4-chloro-2-methyl-6,7-dihydro-8H-pyrimido[5,4-b][1,4]oxazin-7-one (Khim. Geterotsikl. Soed. 1976, 681), 10 ml of n-butanol and 1.58 g of 1-ethoxycarbonylpiperazine is refluxed under protection against moisture and carbon dioxide, then evaporated. The residue is triturated with water and the product precipitated at 0° to 4° C. is filtered, washed with water and ether and dried to give 1.4 g (87%) of product, m.p.: 197°-198° C. The reactants are ( 5 ), C(C1=CC=CC=C1)SC1=NN2C(=NC=CC2=O)S1 (2-benzylthio-5H-1,3,4-thiadiazolo[3,2-a]pyrimidin-5-one), [Cl-].[Na+] (sodium chloride), ( 6 ), ICl (iodine monochloride). Reagents/catalysts: [Cl-].[Zn+2].[Cl-] (zinc chloride). The solvent is C(C)(=O)O (acetic acid). Run at time 1 hour. Yields the product C(C1=CC=CC=C1)SC1=NN2C(=NC=C(C2=O)I)S1 (2-benzylthio-6-iodo-5H-1,3,4-thiadiazolo[3,2-a]pyrimidin-5-one). The yield is 18.0%. RXN SMILES: [CH2:1]([S:8][C:9]1[S:18][C:12]2=[N:13][CH:14]=[CH:15][C:16](=[O:17])[N:11]2[N:10]=1)[C:2]1[CH:7]=[CH:6][CH:5]=[CH:4][CH:3]=1.[I:19]Cl.[Cl-].[Na+]>[Cl-].[Zn+2].[Cl-].C(O)(=O)C>[CH2:1]([S:8][C:9]1[S:18][C:12]2=[N:13][CH:14]=[C:15]([I:19])[C:16](=[O:17])[N:11]2[N:10]=1)[C:2]1[CH:3]=[CH:4][CH:5]=[CH:6][CH:7]=1 |f:2.3,4.5.6|. Procedure details: Five (5) grams of the thus obtained 2-benzylthio-5H-1,3,4-thiadiazolo[3,2-a]pyrimidin-5-one, 5 g of zinc chloride were added to 50 ml of acetic acid. Six (6) grams of iodine monochloride was added to the mixture, and the mixture was stirred at 70°-80° C. for 1 hour. After the reaction was finished, the reaction mixture was cooled and a sodium chloride solution was added. The deposited crystals were collected by filtration, washed with water and isopropyl ether and thus 1.3 g of 2-benzylthio-6-io...